Dataset: the Open Reaction Database (ORD), a public repository of structured organic reaction records. Task: describe an organic reaction: reactants, conditions, products, and yield Starting materials: C1CCOC1, O=c1ccn2nc(Cl)ccc2c1-c1c(F)cccc1F, Fc1ccc(S)c(F)c1, [H-], [Na+]. Yields the product O=c1ccn2nc(Sc3ccc(F)cc3F)ccc2c1-c1c(F)cccc1F. Reaction SMILES: [CH2:32]1[O:33][CH2:34][CH2:35][CH2:36]1.[Cl:12][c:13]1[cH:14][cH:15][c:16]2[n:17]([n:18]1)[cH:19][cH:20][c:21](=[O:31])[c:22]2-[c:23]1[c:24]([F:30])[cH:25][cH:26][cH:27][c:28]1[F:29].[F:3][c:4]1[c:5]([SH:11])[cH:6][cH:7][c:8]([F:10])[cH:9]1.[H-:2].[Na+:1]>>[F:3][c:4]1[c:5]([S:11][c:13]2[cH:14][cH:15][c:16]3[n:17]([n:18]2)[cH:19][cH:20][c:21](=[O:31])[c:22]3-[c:23]2[c:24]([F:30])[cH:25][cH:26][cH:27][c:28]2[F:29])[cH:6][cH:7][c:8]([F:10])[cH:9]1. Starting materials: CC(CCCC(C)(C)O)C=C (dihydromyrcenol), C=C1CC(=O)O1 (Diketene). Reagents/catalysts: CN(C1=CC=NC=C1)C (4-dimethylaminopyridine). Reaction conditions: temperature 55 celsius. The product is O=C(CC(=O)OC(C)(CCCC(C=C)C)C)C (2,6-dimethyl-7-octen-2-yl 3-oxo-butyrate). Yield: 95.0%. RXN SMILES: [CH3:1][CH:2]([CH:10]=[CH2:11])[CH2:3][CH2:4][CH2:5][C:6]([OH:9])([CH3:8])[CH3:7].[CH2:12]=[C:13]1[O:17][C:15](=[O:16])[CH2:14]1>CN(C)C1C=CN=CC=1>[O:17]=[C:13]([CH3:12])[CH2:14][C:15]([O:9][C:6]([CH3:7])([CH2:5][CH2:4][CH2:3][CH:2]([CH3:1])[CH:10]=[CH2:11])[CH3:8])=[O:16]. Reported procedure: A mixture of dihydromyrcenol (37.88 g, 0.240 mol) and 4-dimethylaminopyridine (0.16 g, 1.30 mmol) in a 100 mL three-necked round-bottomed flask fitted with a condenser, argon inlet, addition funnel, magnetic stirrer and internal thermometer is heated to 50-60° C. Diketene (20.16 g, 0.240 mol) is added dropwise in the course of 15 min. The mixture has a slight exotherm and turned from yellow to red during this time. After stirring an additional hour at 50° C., the mixture is cooled to room temper...